describe an organic reaction: reactants, conditions, products, and yield From a dataset of the Open Reaction Database (ORD), a public repository of structured organic reaction records. The reactants are [Li]CCCC, CON(C)C(C)=O, Cc1csc(C)n1, C1CCOC1. Product: CC(=O)Cc1nc(C)cs1. Reaction SMILES: [CH2:8]([Li:9])[CH2:10][CH2:11][CH3:12].[CH3:13][O:14][N:15]([C:16]([CH3:17])=[O:18])[CH3:19].[CH3:1][c:2]1[s:3][cH:4][c:5]([CH3:7])[n:6]1.[O:20]1[CH2:21][CH2:22][CH2:23][CH2:24]1>>[CH2:1]([c:2]1[s:3][cH:4][c:5]([CH3:7])[n:6]1)[C:16]([CH3:17])=[O:18]. Reactants: [Mg] (magnesium), II (iodine), CN(CCOCCO)C (2-(2-dimethylaminoethoxy)ethanol), C1=CC=CC=2SC3=CC=CC=C3NC12 (phenothiazine), C(C(=C)C)(=O)OC (methyl methacrylate), solution. Solvent: CO (methanol), CO (methanol). Yields the product C(C(=C)C)(=O)OCCOCCN(C)C (2-(2-Dimethylaminoethoxy)ethyl Methacrylate). Reaction SMILES: [Mg].II.[CH3:4][N:5]([CH3:12])[CH2:6][CH2:7][O:8][CH2:9][CH2:10][OH:11].C1C2NC3C(=CC=CC=3)SC=2C=CC=1.[C:27](OC)(=[O:31])[C:28]([CH3:30])=[CH2:29]>CO>[C:27]([O:11][CH2:10][CH2:9][O:8][CH2:7][CH2:6][N:5]([CH3:12])[CH3:4])(=[O:31])[C:28]([CH3:30])=[CH2:29]. Procedure details: A magnesium methoxide solution was prepared by dissolving magnesium metal (4 g) in anhydrous methanol (100 ml) in the presence of a small amount of iodine (approximately 0.1 g). A portion of the resulting solution (18 ml) was placed in a 250 ml reaction vessel and then 2-(2-dimethylaminoethoxy)ethanol (23.6 g) was added, followed by the addition of phenothiazine (0.1 g) and methyl methacrylate (117 g). The mixture was stirred and heated until the methanol started to distill. When all of the meth... Starting materials: COC=C1C(=O)NC(=O)c2ccc(OCCN3CCOCC3)cc21, CN1CCN(c2ccc(N)cc2)CC1, CN(C)C=O. Product: CN1CCN(c2ccc(NC=C3C(=O)NC(=O)c4ccc(OCCN5CCOCC5)cc43)cc2)CC1. Reaction SMILES: [CH3:1][O:2][CH:3]=[C:4]1[C:5](=[O:24])[NH:6][C:7](=[O:23])[c:8]2[cH:9][cH:10][c:11]([O:14][CH2:15][CH2:16][N:17]3[CH2:18][CH2:19][O:20][CH2:21][CH2:22]3)[cH:12][c:13]21.[CH3:25][N:26]1[CH2:27][CH2:28][N:29]([c:32]2[cH:33][cH:34][c:35]([NH2:38])[cH:36][cH:37]2)[CH2:30][CH2:31]1.[CH3:39][N:40]([CH3:41])[CH:42]=[O:43]>>[CH:3](=[C:4]1[C:5](=[O:24])[NH:6][C:7](=[O:23])[c:8]2[cH:9][cH:10][c:11]([O:14][CH2:15][CH2:16][N:17]3[CH2:18][CH2:19][O:20][CH2:21][CH2:22]3)[cH:12][c:13]21)[NH:38][c:35]1[cH:34][cH:33][c:32]([N:29]2[CH2:28][CH2:27][N:26]([CH3:25])[CH2:31][CH2:30]2)[cH:37][cH:36]1. The reactants are CI, CN(C)C=O, Cc1ccccc1, O=C1CN(c2cncc(Cl)n2)CCN1, O. The product is CN1CCN(c2cncc(Cl)n2)CC1=O. Reaction SMILES: [CH3:15][I:16].[CH3:17][N:18]([CH3:19])[CH:20]=[O:21].[CH3:22][c:23]1[cH:24][cH:25][cH:26][cH:27][cH:28]1.[Cl:1][c:2]1[cH:3][n:4][cH:5][c:6]([N:8]2[CH2:9][C:10](=[O:14])[NH:11][CH2:12][CH2:13]2)[n:7]1.[OH2:29]>>[Cl:1][c:2]1[cH:3][n:4][cH:5][c:6]([N:8]2[CH2:9][C:10](=[O:14])[N:11]([CH3:15])[CH2:12][CH2:13]2)[n:7]1.